From a dataset of the Open Reaction Database (ORD), a public repository of structured organic reaction records. describe an organic reaction: reactants, conditions, products, and yield The reactants are CCOC(=O)c1cnn(CCOC)c1C, COCCn1ncc(CN=[N+]=[N-])c1C. The product is COCCn1ncc(CN)c1C. Reaction SMILES: [CH3:15][O:16][CH2:17][CH2:18][n:19]1[c:20]([CH3:21])[c:22]([C:23]([O:24][CH2:25][CH3:26])=[O:27])[cH:28][n:29]1.[N:1](=[N+:2]=[N-:3])[CH2:4][c:5]1[cH:6][n:7][n:8]([CH2:11][CH2:12][O:13][CH3:14])[c:9]1[CH3:10]>>[NH2:1][CH2:4][c:5]1[cH:6][n:7][n:8]([CH2:11][CH2:12][O:13][CH3:14])[c:9]1[CH3:10].